From a dataset of the Open Reaction Database (ORD), a public repository of structured organic reaction records. describe an organic reaction: reactants, conditions, products, and yield Reactants: CN(C)C=O, O=c1[nH]c(=O)n(C2CC2)c2nc(Cl)c(F)cc12, O=[N+]([O-])c1ccc(NO)c([N+](=O)[O-])c1, [Na], C1COCCO1. Yields the product Nn1c(=O)c2cc(F)c(Cl)nc2n(C2CC2)c1=O. As a reaction SMILES: [CH3:39][N:40]([CH3:41])[CH:42]=[O:43].[Cl:1][c:2]1[c:3]([F:17])[cH:4][c:5]2[c:6]([n:7]([CH:13]3[CH2:14][CH2:15]3)[c:8](=[O:12])[nH:9][c:10]2=[O:11])[n:16]1.[N+:19]([c:20]1[cH:21][c:22]([N+:23]([O-:24])=[O:25])[cH:26][cH:27][c:28]1[NH:29][OH:30])([O-:31])=[O:32].[Na:18].[O:33]1[CH2:34][CH2:35][O:36][CH2:37][CH2:38]1>>[Cl:1][c:2]1[c:3]([F:17])[cH:4][c:5]2[c:6]([n:7]([CH:13]3[CH2:14][CH2:15]3)[c:8](=[O:12])[n:9]([NH2:19])[c:10]2=[O:11])[n:16]1. Yields the product C(C)(C)NC1=NS(C2=C(N1)C=CS2)(=O)=O (3-Isopropylamino-4H-thieno[3,2-e]-1,2,4-thiadiazine 1.1-dioxide). Procedure details: Powdered potassium hydroxide (128 mg, 2.28 mmol) was added to a solution of 6-chloro-3-isopropylamino-4H-thieno[3,2-e]-1,2,4-thiadiazine 1,1-dioxide (319 mg, 1.14 mmol) in 25 ml of methanol and the mixture was hydrogenated at room temperature and atmospheric pressure for 3 days with 150 mg of 10% palladium on carbon. The catalyst was removed by filtration and washed with ethanol and water. The combined filtrate was acidified with 4 M hydrochloric acid and evaporated to dryness. The residue was r... Run in CO (methanol). RXN SMILES: [OH-].[K+].Cl[C:4]1[S:12][C:11]2[S:10](=[O:14])(=[O:13])[N:9]=[C:8]([NH:15][CH:16]([CH3:18])[CH3:17])[NH:7][C:6]=2[CH:5]=1>CO.[Pd]>[CH:16]([NH:15][C:8]1[NH:7][C:6]2[CH:5]=[CH:4][S:12][C:11]=2[S:10](=[O:13])(=[O:14])[N:9]=1)([CH3:18])[CH3:17] |f:0.1|. The reagents and catalysts are [Pd] (palladium on carbon). The reactants are [OH-].[K+] (potassium hydroxide), ClC1=CC=2NC(=NS(C2S1)(=O)=O)NC(C)C (6-chloro-3-isopropylamino-4H-thieno[3,2-e]-1,2,4-thiadiazine 1,1-dioxide). Run in C(C)O (ethanol), C1(=CC=CC=C1)C (toluene). Isolated yield 8.0%. RXN SMILES: [OH:1][C@H:2]([C:22]1[CH:27]=[CH:26][CH:25]=[CH:24][CH:23]=1)[CH2:3][N:4]([CH2:12][CH2:13][O:14][C:15]1[CH:20]=[CH:19][C:18](I)=[CH:17][CH:16]=1)[C:5](=[O:11])[O:6][C:7]([CH3:10])([CH3:9])[CH3:8].[CH:28]([O:31][C:32]1[CH:33]=[C:34](B(O)O)[CH:35]=[CH:36][C:37]=1[C:38]([NH:40][S:41]([CH3:44])(=[O:43])=[O:42])=[O:39])([CH3:30])[CH3:29].ClCCl.C(=O)([O-])[O-].[Na+].[Na+]>C1C=CC(P(C2C=CC=CC=2)[C-]2C=CC=C2)=CC=1.C1C=CC(P(C2C=CC=CC=2)[C-]2C=CC=C2)=CC=1.Cl[Pd]Cl.[Fe+2].C(O)C.C1(C)C=CC=CC=1>[OH:1][C@H:2]([C:22]1[CH:27]=[CH:26][CH:25]=[CH:24][CH:23]=1)[CH2:3][N:4]([CH2:12][CH2:13][O:14][C:15]1[CH:20]=[CH:19][C:18]([C:34]2[CH:35]=[CH:36][C:37]([C:38]([NH:40][S:41]([CH3:44])(=[O:43])=[O:42])=[O:39])=[C:32]([O:31][CH:28]([CH3:30])[CH3:29])[CH:33]=2)=[CH:17][CH:16]=1)[C:5](=[O:11])[O:6][C:7]([CH3:10])([CH3:9])[CH3:8] |f:3.4.5,6.7.8.9|. The reagents and catalysts are C1=CC=C(C=C1)P([C-]2C=CC=C2)C3=CC=CC=C3.C1=CC=C(C=C1)P([C-]2C=CC=C2)C3=CC=CC=C3.Cl[Pd]Cl.[Fe+2] ([1,1′-bis(diphenylphosphino)ferrocene]dichloropalladium(II)). Reported procedure: In a reaction vessel were added tert-butyl [(2R)-2-hydroxy-2-phenylethyl][2-(4-iodophenoxy)ethyl]carbamate (200 mg), [3-isopropoxy-4-[[(methylsulfonyl)amino]carbonyl]-phenyl]boronic acid (150 mg), [1,1′-bis(diphenylphosphino)ferrocene]dichloropalladium(II), complex with dichloromethane (1:1, 33.8 mg), toluene (3.2 ml), ethanol (0.8 ml), and 2N sodium carbonate solution (0.66 ml). The vessel was placed in a microwave and irradiation was adjusted to keep the temperature 100° C. and the reaction wa... Product: O[C@@H](CN(C(OC(C)(C)C)=O)CCOC1=CC=C(C=C1)C1=CC(=C(C=C1)C(=O)NS(=O)(=O)C)OC(C)C)C1=CC=CC=C1 (tert-butyl [(2R)-2-hydroxy-2-phenylethyl]-[2-[[3′-isopropoxy-4′-[[(methylsulfonyl)amino]carbonyl]-4-biphenylyl]oxy]ethyl]carbamate). Reactants: O[C@@H](CN(C(OC(C)(C)C)=O)CCOC1=CC=C(C=C1)I)C1=CC=CC=C1 (tert-butyl [(2R)-2-hydroxy-2-phenylethyl][2-(4-iodophenoxy)ethyl]carbamate), C(C)(C)OC=1C=C(C=CC1C(=O)NS(=O)(=O)C)B(O)O ([3-isopropoxy-4-[[(methylsulfonyl)amino]carbonyl]-phenyl]boronic acid), ClCCl (dichloromethane), C([O-])([O-])=O.[Na+].[Na+] (sodium carbonate). Reaction conditions: time 2 hour. Starting materials: N#CN (cyanamide), C(=O)(O)C1=CC=C(OCCN2C=NC=C2)C=C1 (1-[2-(4-carboxyphenoxy)ethyl]imidazole), N,N'-carbonyldiimidazole. Product: C(#N)N=C(O)C1=CC=C(C=C1)OCCN1C=NC=C1 (N-cyano-4-[2-(1-imidazolyl)ethoxy]benzenecarboximidic acid), ( d ). Reaction SMILES: [C:1]([C:4]1[CH:17]=[CH:16][C:7]([O:8][CH2:9][CH2:10][N:11]2[CH:15]=[CH:14][N:13]=[CH:12]2)=[CH:6][CH:5]=1)([OH:3])=O.[N:18]#[C:19][NH2:20]>>[C:19]([N:20]=[C:1]([C:4]1[CH:17]=[CH:16][C:7]([O:8][CH2:9][CH2:10][N:11]2[CH:15]=[CH:14][N:13]=[CH:12]2)=[CH:6][CH:5]=1)[OH:3])#[N:18]. Procedure details: Treatment of 1-[2-(4-carboxyphenoxy)ethyl]imidazole with N,N'-carbonyldiimidazole followed by cyanamide as described in Example 36 above gave N-cyano-4-[2-(1-imidazolyl)ethoxy]benzenecarboximidic acid, m.p. 199°-200° C. (d) (from water). Found: C, 60.59; H, 4.64; N, 22.20. C13H12N4O2 requires: C, 60.93; H, 4.72; N, 21.87%.